Dataset: the Open Reaction Database (ORD), a public repository of structured organic reaction records. Task: describe an organic reaction: reactants, conditions, products, and yield The reactants are O (water), C([O-])([O-])=O.[Cs+].[Cs+] (Cesium carbonate), CCC(=O)C1=CC=C(C=C1)O (4-hydroxypropiophenone), COCBr (bromomethyl methyl ether). The solvent is CN(C=O)C (dimethylformamide). Product: COCCOC1=CC=C(C=C1)C(CC)=O (1-(4-(2-Methoxyethoxy)phenyl)propan-1-one). RXN SMILES: [C:1](=O)([O-])[O-].[Cs+].[Cs+].[CH3:7][CH2:8][C:9]([C:11]1[CH:16]=[CH:15][C:14]([OH:17])=[CH:13][CH:12]=1)=[O:10].[CH3:18][O:19][CH2:20]Br.O>CN(C)C=O>[CH3:18][O:19][CH2:20][CH2:1][O:17][C:14]1[CH:13]=[CH:12][C:11]([C:9](=[O:10])[CH2:8][CH3:7])=[CH:16][CH:15]=1 |f:0.1.2|. Procedure: Cesium carbonate (5.7 g, 17.5 mmol) was added to a stirred solution of 4-hydroxypropiophenone (12; 2.5 g, 16.7 mmol) in dimethylformamide (25 mL) under nitrogen at room temperature, followed by bromomethyl methyl ether (1.43 g, 17.5 mmol). After 20 hours the mixture was stirred into 200 mL of water, and then extracted 3× with dichloromethane. The combined extracts were washed with water and then sat brine, and dried over magnesium sulfate. The solvent was removed in vacuo, leaving 3.4 g of pale ...